From a dataset of the Open Reaction Database (ORD), a public repository of structured organic reaction records. describe an organic reaction: reactants, conditions, products, and yield Reactants: C1=CC2=C(C=C1N=C=S)C(=O)OC23C4=C(C=C(C=C4)O)OC5=C3C=CC(=C5)O (FITC), CC(=O)N(CCCCCNC(=O)CCC(=O)N(CCCCCNC(=O)CCC(=O)N(CCCCCN)O)O)O (Desferrioxamine), CC(=O)N(CCCCCNC(=O)CCC(=O)N(CCCCCNC(=O)CCC(=O)N(CCCCCN)O)O)O (Desferrioxamine), C1=CC2=C(C=C1N=C=S)C(=O)OC23C4=C(C=C(C=C4)O)OC5=C3C=CC(=C5)O (fluorescein isothiocyanate). Run in Na, [Al] (aluminum). Product: C=1C=CC(=C(C1)C2=C3C=CC(=O)C=C3OC4=C2C=CC(=C4)O)C(=O)O.CC(=O)N(CCCCCNC(=O)CCC(=O)N(CCCCCNC(=O)CCC(=O)N(CCCCCN)O)O)O (Fluorescein Desferrioxamine). As a reaction SMILES: [CH3:1][C:2]([N:4]([OH:39])[CH2:5][CH2:6][CH2:7][CH2:8][CH2:9][NH:10][C:11]([CH2:13][CH2:14][C:15]([N:17]([OH:38])[CH2:18][CH2:19][CH2:20][CH2:21][CH2:22][NH:23][C:24]([CH2:26][CH2:27][C:28]([N:30]([OH:37])[CH2:31][CH2:32][CH2:33][CH2:34][CH2:35][NH2:36])=[O:29])=[O:25])=[O:16])=[O:12])=[O:3].[CH:40]1[C:45](N=C=S)=[CH:44][C:43]2[C:49]([O:51][C:52]3([C:62]4[CH:63]=[CH:64][C:65]([OH:67])=[CH:66][C:61]=4[O:60][C:54]4[CH:55]=[C:56]([OH:59])[CH:57]=[CH:58][C:53]3=4)[C:42]=2[CH:41]=1)=[O:50]>[Al]>[CH:40]1[CH:45]=[CH:44][C:43]([C:49]([OH:51])=[O:50])=[C:42]([C:52]2[C:53]3[CH:58]=[CH:57][C:56]([OH:59])=[CH:55][C:54]=3[O:60][C:61]3[C:62]=2[CH:63]=[CH:64][C:65]([CH:66]=3)=[O:67])[CH:41]=1.[CH3:1][C:2]([N:4]([OH:39])[CH2:5][CH2:6][CH2:7][CH2:8][CH2:9][NH:10][C:11]([CH2:13][CH2:14][C:15]([N:17]([OH:38])[CH2:18][CH2:19][CH2:20][CH2:21][CH2:22][NH:23][C:24]([CH2:26][CH2:27][C:28]([N:30]([OH:37])[CH2:31][CH2:32][CH2:33][CH2:34][CH2:35][NH2:36])=[O:29])=[O:25])=[O:16])=[O:12])=[O:3] |f:3.4|. Reported procedure: An aliquot of 120 mg of Desferrioxamine and 233.64 mg of fluorescein isothiocyanate (FITC) are mixed in 50 ml of 0.1 M Na carvonate pH 9.5. A molar ratio of 3:1 of FITC: Desferrioxamine is used as described in Hentz et al. (1997) Anal. Chem. 69:4994-5000. The reaction mixture is wrapped in aluminum foil to avoid light exposure and allowed to react for at least 24 hours at room temperature. To separate fluorescent-Desferrioxamine from free fluorescein and free Desferrioxamine, the mixture is elec... Starting materials: Cc1ccc(-c2ccc(CC(CC(O)C(Cc3ccccc3)NC(=O)C(N3CCN(Cc4cccc(C)n4)C3=O)C(C)(C)C)N(Cc3ccccc3)C(=O)[O-])cc2)nc1, CO, Cl, [OH-], [OH-], [Pd+2]. Yields the product Cl, Cc1ccc(-c2ccc(CC(N)CC(O)C(Cc3ccccc3)NC(=O)C(N3CCN(Cc4cccc(C)n4)C3=O)C(C)(C)C)cc2)nc1. As a reaction SMILES: [CH2:1]([c:5]1[cH:6][cH:7][cH:9][cH:10][cH:11]1)[N:8]([C:2](=[O:3])[O-:4])[CH:12]([CH2:13][CH:14]([CH:15]([CH2:16][c:17]1[cH:18][cH:19][cH:20][cH:21][cH:22]1)[NH:23][C:24]([CH:25]([C:26]([CH3:27])([CH3:28])[CH3:29])[N:30]1[C:31](=[O:43])[N:32]([CH2:35][c:36]2[n:37][c:38]([CH3:42])[cH:39][cH:40][cH:41]2)[CH2:33][CH2:34]1)=[O:44])[OH:45])[CH2:46][c:47]1[cH:48][cH:49][c:50](-[c:53]2[n:54][cH:55][c:56]([CH3:59])[cH:57][cH:58]2)[cH:51][cH:52]1.[CH3:61][OH:62].[ClH:60].[OH-:63].[OH-:64].[Pd+2:65]>>[ClH:60].[NH2:8][CH:12]([CH2:13][CH:14]([CH:15]([CH2:16][c:17]1[cH:18][cH:19][cH:20][cH:21][cH:22]1)[NH:23][C:24]([CH:25]([C:26]([CH3:27])([CH3:28])[CH3:29])[N:30]1[C:31](=[O:43])[N:32]([CH2:35][c:36]2[n:37][c:38]([CH3:42])[cH:39][cH:40][cH:41]2)[CH2:33][CH2:34]1)=[O:44])[OH:45])[CH2:46][c:47]1[cH:48][cH:49][c:50](-[c:53]2[n:54][cH:55][c:56]([CH3:59])[cH:57][cH:58]2)[cH:51][cH:52]1. Starting materials: FC=1C=C(C=O)C=C(C1OC(C)C)F (3,5-difluoro-4-isopropoxy-benzaldehyde), [BH4-].[Na+] (NaBH4). The solvent is CCO (EtOH). Run at time 3 hour. The product is FC=1C=C(C=C(C1OC(C)C)F)CO ((3,5-difluoro-4-isopropoxy-phenyl)-methanol). Reaction SMILES: [F:1][C:2]1[CH:3]=[C:4]([CH:7]=[C:8]([F:14])[C:9]=1[O:10][CH:11]([CH3:13])[CH3:12])[CH:5]=[O:6].[BH4-].[Na+]>CCO>[F:1][C:2]1[CH:3]=[C:4]([CH2:5][OH:6])[CH:7]=[C:8]([F:14])[C:9]=1[O:10][CH:11]([CH3:13])[CH3:12] |f:1.2|. Procedure details: To a suspension of 3,5-difluoro-4-isopropoxy-benzaldehyde (0.14 g) in EtOH (10 ml) is added NaBH4 (60.7 mg; 1.61 mmol) at 10° C. in 5 portions. The mixture is slowly warmed to RT and stirred for 3 h. After aqueous work-up (3,5-difluoro-4-isopropoxy-phenyl)-methanol is obtained which is directly chlorinated using SOCl2 (1 ml; 13.8 mmol) in CH2Cl2 (10 ml) at RT for 3 h. After aqueous work-up 5-chloromethyl-1,3-difluoro-2-isopropoxy-benzene (0.14 g) is obtained as a yellow oil which is used without... Reactants: ClC(Cl)Cl, COC(=O)c1sccc1S(=O)(=O)Cl, N. The product is COC(=O)c1sccc1S(N)(=O)=O. As a reaction SMILES: [CH:15]([Cl:16])([Cl:17])[Cl:18].[Cl:1][S:2](=[O:3])(=[O:4])[c:5]1[c:6]([C:10](=[O:11])[O:12][CH3:13])[s:7][cH:8][cH:9]1.[NH3:14]>>[S:2](=[O:3])(=[O:4])([c:5]1[c:6]([C:10](=[O:11])[O:12][CH3:13])[s:7][cH:8][cH:9]1)[NH2:14]. Reactants: N12CCC(CC1)(CC2)CNCC2=NNC=1C=CC=C(C21)C(=O)OC (methyl 3-((quinuclidin-4-ylmethylamino)methyl)-1H-indazole-4-carboxylate), O.[OH-].[Li+] (lithium hydroxide monohydrate). Solvent: O1CCCC1.O (tetrahydrofuran water). The product is N12CCC(CC1)(CC2)CNCC2=NNC=1C=CC=C(C21)C(=O)[O-].[Li+] (lithium 3-((quinuclidin-4-ylmethylamino)methyl)-1H-indazole-4-carboxylate). The yield is 136.8%. As a reaction SMILES: [N:1]12[CH2:8][CH2:7][C:4]([CH2:9][NH:10][CH2:11][C:12]3[C:20]4[C:19]([C:21]([O:23]C)=[O:22])=[CH:18][CH:17]=[CH:16][C:15]=4[NH:14][N:13]=3)([CH2:5][CH2:6]1)[CH2:3][CH2:2]2.O.[OH-].[Li+:27]>O1CCCC1.O>[N:1]12[CH2:8][CH2:7][C:4]([CH2:9][NH:10][CH2:11][C:12]3[C:20]4[C:19]([C:21]([O-:23])=[O:22])=[CH:18][CH:17]=[CH:16][C:15]=4[NH:14][N:13]=3)([CH2:5][CH2:6]1)[CH2:3][CH2:2]2.[Li+:27] |f:1.2.3,4.5,6.7|. Procedure details: A mixture of methyl 3-((quinuclidin-4-ylmethylamino)methyl)-1H-indazole-4-carboxylate (2.9 g, 8.9 mmol) from Step A above and lithium hydroxide monohydrate (1.1 g, 26.7 mmol) in tetrahydrofuran/water (1:1, 30 mL) was stirred at reflux until the reaction was complete by LC-MS. The solvent was removed under reduced pressure to give lithium 3-((quinuclidin-4-ylmethylamino)methyl)-1H-indazole-4-carboxylate as a brown solid (3.9 g, quantitative yield): 1H NMR (500 MHz, CD3OD) δ 7.49 (d, J=8.5 Hz, 1H)... Reactants: C(=O)(N1C=NC=C1)N1C=NC=C1 (carbonyldiimidazole), N1C=C(C2=CC=CC=C12)CC(=O)O (3-indolyl-acetic acid), O1CCCC1 (tetrahydrofuran), (malonic acid monoethyl ester)magnesium salt. Procedure: 24.95 g (154 mmol) of carbonyldiimidazole are added at 0° C. to a solution of 24.5 g (140 mmol) of 3-indolyl-acetic acid in 250 ml of tetrahydrofuran and the mixture is stirred at 0° C. for 30 minutes. 46 g (161 mmol) of bis-(malonic acid monoethyl ester)magnesium salt are then added and the mixture is stirred at room temperature for 16 hours. The reaction mixture is concentrated by evaporation, and ice-cold 6N hydrochloric acid is added; diethyl ether is added and the organic phase is separated... Run at temperature 0 celsius, time 30 minute. Yields the product C(C)OC(CC(CC1=CNC2=CC=CC=C12)=O)=O (4-(1H-Indol-3-yl)-3-oxo-butanoic acid ethyl ester). RXN SMILES: C(N1C=CN=C1)(N1C=CN=C1)=[O:2].[NH:13]1[C:21]2[C:16](=[CH:17][CH:18]=[CH:19][CH:20]=2)[C:15]([CH2:22][C:23]([OH:25])=O)=[CH:14]1.[O:26]1[CH2:30][CH2:29][CH2:28][CH2:27]1>>[CH2:27]([O:26][C:30](=[O:2])[CH2:29][C:23](=[O:25])[CH2:22][C:15]1[C:16]2[C:21](=[CH:20][CH:19]=[CH:18][CH:17]=2)[NH:13][CH:14]=1)[CH3:28]. Starting materials: C(C=C)S[C@]1(C[C@H](N(C1)C([C@H](C(C)(C)C)NC(=O)OC(C)(C)C)=O)C(=O)OC)C1=CC=C(C=C1)C1=CC=CC=C1 ((2S,4R)-methyl 4-(allylthio)-4-(biphenyl-4-yl)-1-((S)-2-(tert-butoxycarbonylamino)-3,3-dimethylbutanoyl)pyrrolidine-2-carboxylate), O.[OH-].[Li+] (lithium hydroxide hydrate). Run in C1CCOC1 (THF), CO (MeOH), O (Water). Run at time 24 hour. Product: O (Water), C(C=C)S[C@]1(C[C@H](N(C1)C([C@H](C(C)(C)C)NC(=O)OC(C)(C)C)=O)C(=O)O)C1=CC=C(C=C1)C1=CC=CC=C1 ((2S,4R)-4-(allylthio)-4-(biphenyl-4-yl)-1-((S)-2-(tert-butoxycarbonylamino)-3,3-dimethylbutanoyl)pyrrolidine-2-carboxylic acid). Isolated yield 173.1%. RXN SMILES: [CH2:1]([S:4][C@:5]1([C:29]2[CH:34]=[CH:33][C:32]([C:35]3[CH:40]=[CH:39][CH:38]=[CH:37][CH:36]=3)=[CH:31][CH:30]=2)[CH2:9][N:8]([C:10](=[O:24])[C@@H:11]([NH:16][C:17]([O:19][C:20]([CH3:23])([CH3:22])[CH3:21])=[O:18])[C:12]([CH3:15])([CH3:14])[CH3:13])[C@H:7]([C:25]([O:27]C)=[O:26])[CH2:6]1)[CH:2]=[CH2:3].O.[OH-].[Li+]>C1COCC1.CO.O>[OH2:18].[CH2:1]([S:4][C@:5]1([C:29]2[CH:30]=[CH:31][C:32]([C:35]3[CH:40]=[CH:39][CH:38]=[CH:37][CH:36]=3)=[CH:33][CH:34]=2)[CH2:9][N:8]([C:10](=[O:24])[C@@H:11]([NH:16][C:17]([O:19][C:20]([CH3:23])([CH3:22])[CH3:21])=[O:18])[C:12]([CH3:13])([CH3:14])[CH3:15])[C@H:7]([C:25]([OH:27])=[O:26])[CH2:6]1)[CH:2]=[CH2:3] |f:1.2.3|. Procedure details: To a solution of (2S,4R)-methyl 4-(allylthio)-4-(biphenyl-4-yl)-1-((S)-2-(tert-butoxycarbonylamino)-3,3-dimethylbutanoyl)pyrrolidine-2-carboxylate (362 mg, 0.639 mmol) in THF (5 mL) and MeOH (5.00 mL) was added pre-made solution of lithium hydroxide hydrate (80 mg, 1.916 mmol) in Water (5 mL). The resulting cloudy solution was stirred at room for 24 h. Quenched with 5% citric acid, extracted with EtOAc. The organic layer was washed with brine, dried over MgSO4, filtered, evaporated, to afford th... The reactants are BrC1=CC(=C(C=C1)OC)OCC (4-bromo-2-ethoxy-1-methoxy-benzene), C(CCC)[Li] (n-butyllitium), CCCCCC (hexane), COC1=C(C=C(C=O)C=C1)C (4-methoxy-3-methyl-benzaldehyde). Solvent: C1CCOC1 (THF), O (water). Conditions: time 20 minute. Yields the product C(C)OC=1C=C(C=CC1OC)C(O)C1=CC(=C(C=C1)OC)C ((3-ethoxy-4-methoxy-phenyl)-(4-methoxy-3-methyl-phenyl)-methanol). RXN SMILES: Br[C:2]1[CH:7]=[CH:6][C:5]([O:8][CH3:9])=[C:4]([O:10][CH2:11][CH3:12])[CH:3]=1.C([Li])CCC.CCCCCC.[CH3:24][O:25][C:26]1[CH:33]=[CH:32][C:29]([CH:30]=[O:31])=[CH:28][C:27]=1[CH3:34]>C1COCC1.O>[CH2:11]([O:10][C:4]1[CH:3]=[C:2]([CH:30]([C:29]2[CH:32]=[CH:33][C:26]([O:25][CH3:24])=[C:27]([CH3:34])[CH:28]=2)[OH:31])[CH:7]=[CH:6][C:5]=1[O:8][CH3:9])[CH3:12]. Procedure: To a solution of 4-bromo-2-ethoxy-1-methoxy-benzene (1.7 g, 7.4 mmol) in THF (20 mL) was added a solution of n-butyllitium in hexane (2.8 mL, 2.5 N, 7.0 mmol) at −78° C. and kept for 20 min. To the mixture was added 4-methoxy-3-methyl-benzaldehyde (1.0 g, 90% pure, 6.0 mmol) at −78° C. After 18 h, water (30 mL) was added to the mixture, and the cold bath was removed. The mixture was stirred at room temperature for 20 min. The mixture was extracted with ethyl acetate (2×50 mL). The combined organ...